This data is from the Open Reaction Database (ORD), a public repository of structured organic reaction records. The task is: describe an organic reaction: reactants, conditions, products, and yield The reactants are CC(=O)O, O=C(Nc1cccc2c3c(oc12)CCCC3)c1c(Cl)cccc1Cl, O, O=[N+]([O-])O. The product is O=C(Nc1c([N+](=O)[O-])ccc2c3c(oc12)CCCC3)c1c(Cl)cccc1Cl. RXN SMILES: [CH3:30][C:31](=[O:32])[OH:33].[Cl:5][c:6]1[c:7]([C:8](=[O:9])[NH:10][c:11]2[cH:12][cH:13][cH:14][c:15]3[c:16]4[c:17]([o:18][c:19]23)[CH2:20][CH2:21][CH2:22][CH2:23]4)[c:24]([Cl:28])[cH:25][cH:26][cH:27]1.[OH2:29].[OH:1][N+:2]([O-:3])=[O:4]>>[O-:1][N+:2](=[O:4])[c:12]1[c:11]([NH:10][C:8]([c:7]2[c:6]([Cl:5])[cH:27][cH:26][cH:25][c:24]2[Cl:28])=[O:9])[c:19]2[c:15]([cH:14][cH:13]1)[c:16]1[c:17]([o:18]2)[CH2:20][CH2:21][CH2:22][CH2:23]1. Starting materials: CC[SiH](CC)CC, O=C(O)C(F)(F)F, O=C1N(C(c2ccccc2)c2ccccc2)c2cc3c(cc2C12COc1cc4c(cc12)CCO4)OCCO3. The product is O=C1Nc2cc3c(cc2C12COc1cc4c(cc12)CCO4)OCCO3. Reaction SMILES: [CH2:39]([SiH:40]([CH2:41][CH3:42])[CH2:43][CH3:44])[CH3:45].[OH:46][C:47]([C:48]([F:49])([F:50])[F:51])=[O:52].[c:1]1([CH:2]([c:3]2[cH:4][cH:5][cH:6][cH:7][cH:33]2)[N:8]2[C:9](=[O:32])[C:10]3([c:11]4[c:12]([cH:15][c:16]5[c:20]([cH:21]4)[CH2:19][CH2:18][O:17]5)[O:13][CH2:14]3)[c:22]3[cH:23][c:24]4[c:25]([cH:26][c:27]32)[O:28][CH2:29][CH2:30][O:31]4)[cH:34][cH:35][cH:36][cH:37][cH:38]1>>[NH:8]1[C:9](=[O:32])[C:10]2([c:11]3[c:12]([cH:15][c:16]4[c:20]([cH:21]3)[CH2:19][CH2:18][O:17]4)[O:13][CH2:14]2)[c:22]2[cH:23][c:24]3[c:25]([cH:26][c:27]21)[O:28][CH2:29][CH2:30][O:31]3. The reactants are CON1C(=O)C(NC(=O)OC(C)(C)C)C1C, N, [Na], C1CCOC1. The product is CC1NC(=O)C1NC(=O)OC(C)(C)C. RXN SMILES: [C:2]([CH3:3])([CH3:4])([CH3:5])[O:6][C:7](=[O:8])[NH:9][CH:10]1[C:11](=[O:17])[N:12]([O:15][CH3:16])[CH:13]1[CH3:14].[NH3:18].[Na:1].[O:19]1[CH2:20][CH2:21][CH2:22][CH2:23]1>>[C:2]([CH3:3])([CH3:4])([CH3:5])[O:6][C:7](=[O:8])[NH:9][CH:10]1[C:11](=[O:17])[NH:12][CH:13]1[CH3:14]. Reactants: CCC1C(=O)N(CC)CCc2cc([N+](=O)[O-])c(OC)cc21, CCO, [H][H]. Yields the product CCC1C(=O)N(CC)CCc2cc(N)c(OC)cc21. Reaction SMILES: [CH2:1]([CH3:2])[CH:3]1[C:4](=[O:21])[N:5]([CH2:19][CH3:20])[CH2:6][CH2:7][c:8]2[c:9]1[cH:10][c:11]([O:17][CH3:18])[c:12]([N+:14]([O-:15])=[O:16])[cH:13]2.[CH3:24][CH2:25][OH:26].[H:22][H:23]>>[CH2:1]([CH3:2])[CH:3]1[C:4](=[O:21])[N:5]([CH2:19][CH3:20])[CH2:6][CH2:7][c:8]2[c:9]1[cH:10][c:11]([O:17][CH3:18])[c:12]([NH2:14])[cH:13]2.